Dataset: the Open Reaction Database (ORD), a public repository of structured organic reaction records. Task: describe an organic reaction: reactants, conditions, products, and yield Starting materials: C(C)S (ethylmercaptan), C([O-])([O-])=O.[K+].[K+] (potassium carbonate), ClC=1C(N(N=CC1Cl)C1=NC=CC(=C1)C1=NC(=NC=C1)NC1=CC(=CC=C1)Cl)=O (4,5-Dichloro-2-{4-[2-(3-chloro-phenylamino)-pyrimidin-4-yl]-pyridin-2-yl}-2H-pyridazin-3-one). Solvent: C(C)#N (acetonitrile). Yields the product ClC=1C(N(N=CC1SCC)C1=NC=CC(=C1)C1=NC(=NC=C1)NC1=CC(=CC=C1)Cl)=O (4-Chloro-2-{4-[2-(3-chloro-phenylamino)-pyrimidin-4-yl]-pyridin-2-yl}-5-ethylsulfanyl-2H-pyridazin-3-one). Isolated yield 46.0%. RXN SMILES: [Cl:1][C:2]1[C:3](=[O:29])[N:4]([C:9]2[CH:14]=[C:13]([C:15]3[CH:20]=[CH:19][N:18]=[C:17]([NH:21][C:22]4[CH:27]=[CH:26][CH:25]=[C:24]([Cl:28])[CH:23]=4)[N:16]=3)[CH:12]=[CH:11][N:10]=2)[N:5]=[CH:6][C:7]=1Cl.[CH2:30]([SH:32])[CH3:31].C(=O)([O-])[O-].[K+].[K+]>C(#N)C>[Cl:1][C:2]1[C:3](=[O:29])[N:4]([C:9]2[CH:14]=[C:13]([C:15]3[CH:20]=[CH:19][N:18]=[C:17]([NH:21][C:22]4[CH:27]=[CH:26][CH:25]=[C:24]([Cl:28])[CH:23]=4)[N:16]=3)[CH:12]=[CH:11][N:10]=2)[N:5]=[CH:6][C:7]=1[S:32][CH2:30][CH3:31] |f:2.3.4|. Procedure: To a suspension of 4,5-Dichloro-2-{4-[2-(3-chloro-phenylamino)-pyrimidin-4-yl]-pyridin-2-yl}-2H-pyridazin-3-one (0.3 g) in acetonitrile (10 mL) was added of 0.15 mL of ethylmercaptan and 0.280 mg of potassium carbonate. The mixture was heated to reflux for 2 h. The suspension was filtered and the solid was washed with ethyl acetate to gave the title compound (0.220 g, 46%). Mp 80–100° C., 1H NMR (DMSO-d6) 8.8 (1H, d, 3 Hz), 859 (1H, d, 6 Hz), 8.37 (1H, s, NH), 7.98 (1H, d, 6 Hz, 3 Hz), 7.92 (1H,...